Dataset: the Open Reaction Database (ORD), a public repository of structured organic reaction records. Task: describe an organic reaction: reactants, conditions, products, and yield The reactants are ClC=1C=CC(=C(C(=O)O)C1)OC1=NC=C(C=C1)F (5-chloro-2-[(5-fluoropyridin-2-yl)oxy]benzoic acid), Cl.N[C@@H](C)C1=CC=C(C(=O)OC)C=C1 (Methyl 4-[(1S)-1-aminoethyl]benzoate hydrochloride). The product is ClC=1C=CC(=C(C(=O)N[C@@H](C)C2=CC=C(C(=O)OC)C=C2)C1)OC1=NC=C(C=C1)F (Methyl 4-[(1S)-1-({5-chloro-2-[(5-fluoropyridin-2-yl)oxy]benzoyl}amino)ethyl]benzoate). RXN SMILES: [Cl:1][C:2]1[CH:3]=[CH:4][C:5]([O:11][C:12]2[CH:17]=[CH:16][C:15]([F:18])=[CH:14][N:13]=2)=[C:6]([CH:10]=1)[C:7]([OH:9])=O.Cl.[NH2:20][C@H:21]([C:23]1[CH:32]=[CH:31][C:26]([C:27]([O:29][CH3:30])=[O:28])=[CH:25][CH:24]=1)[CH3:22]>>[Cl:1][C:2]1[CH:3]=[CH:4][C:5]([O:11][C:12]2[CH:17]=[CH:16][C:15]([F:18])=[CH:14][N:13]=2)=[C:6]([CH:10]=1)[C:7]([NH:20][C@H:21]([C:23]1[CH:32]=[CH:31][C:26]([C:27]([O:29][CH3:30])=[O:28])=[CH:25][CH:24]=1)[CH3:22])=[O:9] |f:1.2|. Procedure details: The title compound was prepared according to the procedure described in step 3 of Example 1 from 5-chloro-2-[(5-fluoropyridin-2-yl)oxy]benzoic acid (step 5) and methyl 4-[(1S)-1-aminoethyl]benzoate hydrochloride (step 3 of Example 5): 1H-NMR (CDCl3) δ 7.99 (1H, d, J=2.6 Hz), 7.97 (1H, d, J=3.1 Hz), 7.92 (2H, d, J=8.4 Hz), 7.50–7.39 (2H, m), 7.35–7.21 (3H, m), 6.99 (1H, d, J=8.6 Hz), 6.86 (1H, dd, J=8.9, 3.3 Hz), 5.31–5.17 (1H, m), 3.91 (3H, s), 1.42 (3H, d, J=6.9 Hz); MS (ESI) m/z 429 (M+H)+, 42... Reactants: C1=C(C=CC2=CC=CC=C12)O (2-naphthol), C1(CC1)C(C#C)(O)C1CC1 (1,1-Dicyclopropylpropyn-1-o1). The solvent is C1(=CC=CC=C1)C (toluene). The product is C1=CCOC2=C1C1=CC=CC=C1C=C2 (naphthopyran). RXN SMILES: [CH:1]1[C:10]2[C:5](=[CH:6][CH:7]=[CH:8][CH:9]=2)[CH:4]=[CH:3][C:2]=1[OH:11].[CH:12]1(C(C2CC2)(O)C#C)[CH2:14][CH2:13]1>C1(C)C=CC=CC=1>[CH:13]1[C:1]2[C:10]3[C:5]([CH:4]=[CH:3][C:2]=2[O:11][CH2:14][CH:12]=1)=[CH:6][CH:7]=[CH:8][CH:9]=3. Procedure details: Acidic alumina (20 grams) was added to a solution of 2-naphthol (4.2 grams, 0.03 moles) and 1,1-Dicyclopropylpropyn-1-o1 (3.08 grams, 0.0226 moles) in toluene (30 cc). The mixture was boiled under reflux for three hours and the alumina removed by filtration. The filtrate was washed sequentially with a dilute (10 percent) sodium hydroxide solution and water. The organic layer was extracted with diethyl ether (2×50 cc), dried over anhydrous magnesium sulfate, and filtered. The filtrate was evapora... Starting materials: CCOC(C)=O, COc1ccc(OC(=O)Cl)cc1, [K+], [K+], COCCOc1ccc2c(C#N)c(-c3ccc(N)cc3)n(C3CCC3)c2c1, O=C([O-])[O-]. The product is COCCOc1ccc2c(C#N)c(-c3ccc(NC(=O)Oc4ccc(OC)cc4)cc3)n(C3CCC3)c2c1. RXN SMILES: [CH3:46][CH2:47][O:48][C:49]([CH3:50])=[O:51].[Cl:34][C:35](=[O:36])[O:37][c:38]1[cH:39][cH:40][c:41]([O:44][CH3:45])[cH:42][cH:43]1.[K+:28].[K+:29].[NH2:1][c:2]1[cH:3][cH:4][c:5](-[c:8]2[n:9]([CH:24]3[CH2:25][CH2:26][CH2:27]3)[c:10]3[cH:11][c:12]([O:19][CH2:20][CH2:21][O:22][CH3:23])[cH:13][cH:14][c:15]3[c:16]2[C:17]#[N:18])[cH:6][cH:7]1.[O-:30][C:31]([O-:32])=[O:33]>>[NH:1]([c:2]1[cH:3][cH:4][c:5](-[c:8]2[n:9]([CH:24]3[CH2:25][CH2:26][CH2:27]3)[c:10]3[cH:11][c:12]([O:19][CH2:20][CH2:21][O:22][CH3:23])[cH:13][cH:14][c:15]3[c:16]2[C:17]#[N:18])[cH:6][cH:7]1)[C:35](=[O:36])[O:37][c:38]1[cH:39][cH:40][c:41]([O:44][CH3:45])[cH:42][cH:43]1. Starting materials: ClC1=CC=C(CCl)C=C1 (4-chlorobenzyl chloride), [H-].[Na+] (sodium hydride), NCCCNC1=NC=CC=C1 (2-(3-amino-propylamino) pyridine), [H][H] (hydrogen). The solvent is CS(=O)C (DMSO), O (water), CS(=O)C (DMSO). Conditions: temperature 85 celsius, time 72 hour. The product is NCCCN(CC1=CC=C(C=C1)Cl)C1=NC=CC=C1 (2-[N-(3-aminopropyl)-N-(4-chlorobenzyl)amino]pyridine). RXN SMILES: [H-].[Na+].[NH2:3][CH2:4][CH2:5][CH2:6][NH:7][C:8]1[CH:13]=[CH:12][CH:11]=[CH:10][N:9]=1.[H][H].[Cl:16][C:17]1[CH:24]=[CH:23][C:20]([CH2:21]Cl)=[CH:19][CH:18]=1>CS(C)=O.O>[NH2:3][CH2:4][CH2:5][CH2:6][N:7]([C:8]1[CH:13]=[CH:12][CH:11]=[CH:10][N:9]=1)[CH2:21][C:20]1[CH:23]=[CH:24][C:17]([Cl:16])=[CH:18][CH:19]=1 |f:0.1|. Procedure: A mixture of sodium hydride (1.12 g) and 2-(3-amino-propylamino) pyridine (7.05 g) in DMSO (30 ml) was heated slowly to 85° C. under nitrogen. After the evolution of hydrogen had ceased the solution was cooled to room temperature and 4-chlorobenzyl chloride (5.95 ml) in DMSO (10 ml) added dropwise keeping the temperature below 30° C. After standing for 72 hr, water (300 ml) was added and the mixture extracted with ether. The extract was washed with water and 2N hydrochloric acid. The pH of the a...